This data is from the Open Reaction Database (ORD), a public repository of structured organic reaction records. The task is: describe an organic reaction: reactants, conditions, products, and yield Product: Cc1ccccc1N1CCN(c2cccc(C3Nc4c(cccc4C(=O)O)CC3(C)C)c2)CC1. Starting materials: COC(=O)c1cccc2c1NC(c1cccc(N3CCN(c4ccccc4C)CC3)c1)C(C)(C)C2, CO, Cl, [Li+], C1CCOC1, [OH-], O, O. Reaction SMILES: [CH3:1][O:2][C:3](=[O:4])[c:5]1[cH:6][cH:7][cH:8][c:9]2[c:14]1[NH:13][CH:12]([c:15]1[cH:16][c:17]([N:21]3[CH2:22][CH2:23][N:24]([c:27]4[c:28]([CH3:33])[cH:29][cH:30][cH:31][cH:32]4)[CH2:25][CH2:26]3)[cH:18][cH:19][cH:20]1)[C:11]([CH3:34])([CH3:35])[CH2:10]2.[CH3:41][OH:42].[ClH:40].[Li+:38].[O:43]1[CH2:44][CH2:45][CH2:46][CH2:47]1.[OH-:37].[OH2:36].[OH2:39]>>[O:2]=[C:3]([OH:4])[c:5]1[cH:6][cH:7][cH:8][c:9]2[c:14]1[NH:13][CH:12]([c:15]1[cH:16][c:17]([N:21]3[CH2:22][CH2:23][N:24]([c:27]4[c:28]([CH3:33])[cH:29][cH:30][cH:31][cH:32]4)[CH2:25][CH2:26]3)[cH:18][cH:19][cH:20]1)[C:11]([CH3:34])([CH3:35])[CH2:10]2. Reactants: COC(=O)C1(CCOCC1)C1=CC(=C(C=C1)NC(=O)C=1NC=C(N1)C#N)C1=CCC(CC1)(C)C (4-[4-[(4-Cyano-1H-imidazole-2-carbonyl)-amino]-3-(4,4-dimethyl-cyclohex-1-enyl)-phenyl]-tetrahydro-pyran-4-carboxylic acid methyl ester), [OH-].[Na+] (NaOH), O (H2O). The solvent is C1CCOC1.CO (THF MeOH). Reaction conditions: time 2 day. Yields the product C(#N)C=1N=C(NC1)C(=O)NC1=C(C=C(C=C1)C1(CCOCC1)C(=O)O)C1=CCC(CC1)(C)C (4-[4-[(4-Cyano-1H-imidazole-2-carbonyl)-amino]-3-(4,4-dimethyl-cyclohex-1-enyl)-phenyl]-tetrahydro-pyran-4-carboxylic acid). Isolated yield 95.1%. RXN SMILES: C[O:2][C:3]([C:5]1([C:11]2[CH:16]=[CH:15][C:14]([NH:17][C:18]([C:20]3[NH:21][CH:22]=[C:23]([C:25]#[N:26])[N:24]=3)=[O:19])=[C:13]([C:27]3[CH2:32][CH2:31][C:30]([CH3:34])([CH3:33])[CH2:29][CH:28]=3)[CH:12]=2)[CH2:10][CH2:9][O:8][CH2:7][CH2:6]1)=[O:4].[OH-].[Na+].O>C1COCC1.CO>[C:25]([C:23]1[N:24]=[C:20]([C:18]([NH:17][C:14]2[CH:15]=[CH:16][C:11]([C:5]3([C:3]([OH:4])=[O:2])[CH2:6][CH2:7][O:8][CH2:9][CH2:10]3)=[CH:12][C:13]=2[C:27]2[CH2:32][CH2:31][C:30]([CH3:34])([CH3:33])[CH2:29][CH:28]=2)=[O:19])[NH:21][CH:22]=1)#[N:26] |f:1.2,4.5|. Procedure: To a solution of 4-[4-[(4-cyano-1H-imidazole-2-carbonyl)-amino]-3-(4,4-dimethyl-cyclohex-1-enyl)-phenyl]-tetrahydro-pyran-4-carboxylic acid methyl ester (as prepared in Example 16, step (f), 129 mg, 0.279 mmol) in 2 mL of 1:1 THF/MeOH was added 6 N NaOH (400 μL, 2.40 mmol). After stirring at RT for 2 d, the mixture was treated with 10 mL of H2O and washed with EtOAc (3×10 mL). The aqueous layer was acidified to pH=5 with 15% citric acid and extracted with 10:1 EtOAc-MeOH (3×10 mL). The combined ... Reactants: CN(C)C1CCc2oc3ccc([N+](=O)[O-])cc3c2C1, CCO. Yields the product CN(C)C1CCc2oc3ccc(N)cc3c2C1. RXN SMILES: [CH3:1][N:2]([CH:3]1[CH2:4][c:5]2[c:6]([o:7][c:8]3[c:9]2[cH:10][c:11]([N+:14]([O-:15])=[O:16])[cH:12][cH:13]3)[CH2:17][CH2:18]1)[CH3:19].[CH3:20][CH2:21][OH:22]>>[CH3:1][N:2]([CH:3]1[CH2:4][c:5]2[c:6]([o:7][c:8]3[c:9]2[cH:10][c:11]([NH2:14])[cH:12][cH:13]3)[CH2:17][CH2:18]1)[CH3:19]. Starting materials: OC1(CCC(CC1)C1CCC(CC1)CCC)C1=C(C=CC=C1)OCCF (1-hydroxy-4-(4-propylcyclohexyl)cyclohexyl-2-fluoroethoxybenzene), O.C1(=CC=C(C=C1)S(=O)(=O)O)C (p-Toluene sulfonic acid monohydrate), C(O)([O-])=O.[Na+] (sodium hydrogen carbonate). Run in C1(=CC=CC=C1)C (toluene). Yields the product C(CC)C1CCC(CC1)C1CC=C(CC1)C1=C(C=CC=C1)OCCF (4-(4-propylcyclohexyl)cyclohexenyl-2-fluoroethoxybenzene). As a reaction SMILES: O[C:2]1([C:17]2[CH:22]=[CH:21][CH:20]=[CH:19][C:18]=2[O:23][CH2:24][CH2:25][F:26])[CH2:7][CH2:6][CH:5]([CH:8]2[CH2:13][CH2:12][CH:11]([CH2:14][CH2:15][CH3:16])[CH2:10][CH2:9]2)[CH2:4][CH2:3]1.O.C1(C)C=CC(S(O)(=O)=O)=CC=1.C(=O)([O-])O.[Na+]>C1(C)C=CC=CC=1>[CH2:14]([CH:11]1[CH2:10][CH2:9][CH:8]([CH:5]2[CH2:6][CH2:7][C:2]([C:17]3[CH:22]=[CH:21][CH:20]=[CH:19][C:18]=3[O:23][CH2:24][CH2:25][F:26])=[CH:3][CH2:4]2)[CH2:13][CH2:12]1)[CH2:15][CH3:16] |f:1.2,3.4|. Reported procedure: The crude 1-hydroxy-4-(4-propylcyclohexyl)cyclohexyl-2-fluoroethoxybenzene obtained in the first step was dissolved in toluene. p-Toluene sulfonic acid monohydrate was added and refluxed while heating for two hours under dewatering by using a Dean-Stark apparatus. The reaction mixture was poured into an aqueous saturated sodium hydrogen carbonate solution and extracted with toluene. The organic layer was washed with water and then with an aqueous saturated sodium chloride solution successively a... Reactants: CCOC(=O)c1cnc(Cl)cc1Cl, Nc1ccccc1, C1COCCO1. Yields the product CCOC(=O)c1cnc(Cl)cc1Nc1ccccc1. Reaction SMILES: [CH2:1]([CH3:2])[O:3][C:4]([c:5]1[cH:6][n:7][c:8]([Cl:12])[cH:9][c:10]1[Cl:11])=[O:13].[NH2:14][c:15]1[cH:16][cH:17][cH:18][cH:19][cH:20]1.[O:21]1[CH2:22][CH2:23][O:24][CH2:25][CH2:26]1>>[CH2:1]([CH3:2])[O:3][C:4]([c:5]1[cH:6][n:7][c:8]([Cl:12])[cH:9][c:10]1[NH:14][c:15]1[cH:16][cH:17][cH:18][cH:19][cH:20]1)=[O:13].